This data is from the Open Reaction Database (ORD), a public repository of structured organic reaction records. The task is: describe an organic reaction: reactants, conditions, products, and yield The reactants are ClCCl, CC1(C)OB(c2ccc(O)cc2)OC1(C)C, OCCN1CCOCC1, CC(C)OC(=O)N=NC(=O)OC(C)C, c1ccc(P(c2ccccc2)c2ccccc2)cc1. The product is CC1(C)OB(c2ccc(OCCN3CCOCC3)cc2)OC1(C)C. As a reaction SMILES: [CH2:59]([Cl:60])[Cl:61].[CH3:1][C:2]1([CH3:16])[O:3][B:4]([c:9]2[cH:10][cH:11][c:12]([OH:15])[cH:13][cH:14]2)[O:5][C:6]1([CH3:7])[CH3:8].[O:17]1[CH2:18][CH2:19][N:20]([CH2:23][CH2:24][OH:25])[CH2:21][CH2:22]1.[O:45]=[C:46]([O:47][CH:48]([CH3:49])[CH3:50])[N:51]=[N:52][C:53]([O:54][CH:55]([CH3:56])[CH3:57])=[O:58].[c:26]1([P:27]([c:28]2[cH:29][cH:30][cH:31][cH:32][cH:33]2)[c:34]2[cH:35][cH:36][cH:37][cH:38][cH:39]2)[cH:40][cH:41][cH:42][cH:43][cH:44]1>>[CH3:1][C:2]1([CH3:16])[O:3][B:4]([c:9]2[cH:10][cH:11][c:12]([O:15][CH2:24][CH2:23][N:20]3[CH2:19][CH2:18][O:17][CH2:22][CH2:21]3)[cH:13][cH:14]2)[O:5][C:6]1([CH3:7])[CH3:8]. Reactants: ClC1=NC(=CC2=C(C(=CC=C12)OC)C)NC1=NNC(=C1)C ((1-Chloro-6-methoxy-5-methyl-isoquinolin-3-yl)-(5-methyl-1H-pyrazol-3-yl)-amine). Run in CC(C)O (2-propanol). Product: C(C)(C)OC1=NC(=CC2=C(C(=CC=C12)OC)C)NC1=NNC(=C1)C ((1-Isopropoxy-6-methoxy-5-methyl-isoquinolin-3-yl)-(5-methyl-1H-pyrazol-3-yl)-amine). As a reaction SMILES: Cl[C:2]1[C:11]2[C:6](=[C:7]([CH3:14])[C:8]([O:12][CH3:13])=[CH:9][CH:10]=2)[CH:5]=[C:4]([NH:15][C:16]2[CH:20]=[C:19]([CH3:21])[NH:18][N:17]=2)[N:3]=1>CC(O)C>[CH:8]([O:12][C:2]1[C:11]2[C:6](=[C:7]([CH3:14])[C:8]([O:12][CH3:13])=[CH:9][CH:10]=2)[CH:5]=[C:4]([NH:15][C:16]2[CH:20]=[C:19]([CH3:21])[NH:18][N:17]=2)[N:3]=1)([CH3:9])[CH3:7]. Procedure: Similar procedure as described in the example 10 was used, starting from (1-Chloro-6-methoxy-5-methyl-isoquinolin-3-yl)-(5-methyl-1H-pyrazol-3-yl)-amine and 2-propanol to give 5 mg of (1-Isopropoxy-6-methoxy-5-methyl-isoquinolin-3-yl)-(5-methyl-1H-pyrazol-3-yl)-amine as a yellow solid. LC-MS m/e 327 (MH+). Starting materials: CCN(C(C)C)C(C)C, O=C(NCc1cn(-c2ccccc2)c2cc(Cl)ccc2c1=O)NC1CCNCC1, O=C(Cl)Oc1ccccc1, ClCCl. The product is O=C(NCc1cn(-c2ccccc2)c2cc(Cl)ccc2c1=O)NC1CCN(C(=O)Oc2ccccc2)CC1. Reaction SMILES: [CH:40]([N:41]([CH2:42][CH3:43])[CH:44]([CH3:45])[CH3:46])([CH3:47])[CH3:48].[Cl:1][c:2]1[cH:3][cH:4][c:5]2[c:6](=[O:29])[c:7]([CH2:18][NH:19][C:20](=[O:21])[NH:22][CH:23]3[CH2:24][CH2:25][NH:26][CH2:27][CH2:28]3)[cH:8][n:9](-[c:12]3[cH:13][cH:14][cH:15][cH:16][cH:17]3)[c:10]2[cH:11]1.[Cl:30][C:31](=[O:32])[O:33][c:34]1[cH:35][cH:36][cH:37][cH:38][cH:39]1.[Cl:49][CH2:50][Cl:51]>>[Cl:1][c:2]1[cH:3][cH:4][c:5]2[c:6](=[O:29])[c:7]([CH2:18][NH:19][C:20](=[O:21])[NH:22][CH:23]3[CH2:24][CH2:25][N:26]([C:31](=[O:32])[O:33][c:34]4[cH:35][cH:36][cH:37][cH:38][cH:39]4)[CH2:27][CH2:28]3)[cH:8][n:9](-[c:12]3[cH:13][cH:14][cH:15][cH:16][cH:17]3)[c:10]2[cH:11]1. Reactants: O=C(C(=O)O)CCC1=CC=CC=C1 (2-oxo-4-phenylbutyric acid), N[C@@H](CC1=CC=CC=C1)C(=O)N[C@@H](CCCNC(N)=N)C(=O)O (L-phenylalanyl-L-arginine), C(#N)[BH3-].[Na+] (sodium cyanoborohydride). RXN SMILES: O=[C:2]([CH2:6][CH2:7][C:8]1[CH:13]=[CH:12][CH:11]=[CH:10][CH:9]=1)[C:3]([OH:5])=[O:4].[NH2:14][C@H:15]([C:23]([NH:25][C@H:26]([C:34]([OH:36])=[O:35])[CH2:27][CH2:28][CH2:29][NH:30][C:31](=[NH:33])[NH2:32])=[O:24])[CH2:16][C:17]1[CH:22]=[CH:21][CH:20]=[CH:19][CH:18]=1.C([BH3-])#N.[Na+]>>[C:3]([CH:2]([NH:14][C@H:15]([C:23]([NH:25][C@H:26]([C:34]([OH:36])=[O:35])[CH2:27][CH2:28][CH2:29][NH:30][C:31](=[NH:32])[NH2:33])=[O:24])[CH2:16][C:17]1[CH:18]=[CH:19][CH:20]=[CH:21][CH:22]=1)[CH2:6][CH2:7][C:8]1[CH:13]=[CH:12][CH:11]=[CH:10][CH:9]=1)([OH:5])=[O:4] |f:2.3|. Yields the product C(=O)(O)C(CCC1=CC=CC=C1)N[C@@H](CC1=CC=CC=C1)C(=O)N[C@@H](CCCNC(N)=N)C(=O)O (N-(1-carboxy-3-phenylpropyl)-L-phenylalanyl-L-arginine). Procedure: In the manner described in example 24, one can condense 2-oxo-4-phenylbutyric acid and L-phenylalanyl-L-arginine in the presence of sodium cyanoborohydride to yield N-(1-carboxy-3-phenylpropyl)-L-phenylalanyl-L-arginine. The reactants are BrC1=CC=C(O1)C(=O)O (5-bromofuranoic acid), C1=CN(C=N1)C(=O)N2C=CN=C2 (N,N-carbonyldiimidazole), resultant mixture, CO (methanol). Run in C(Cl)Cl (methylene chloride), CCCCC (pentane). Reaction conditions: time 8 hour. The product is BrC1=CC=C(O1)C(=O)OC (5-Bromofuranoic acid, methyl ester). RXN SMILES: [Br:1][C:2]1[O:6][C:5]([C:7]([OH:9])=[O:8])=[CH:4][CH:3]=1.[CH:10]1N=CN(C(N2C=NC=C2)=O)C=1.CO>C(Cl)Cl.CCCCC>[Br:1][C:2]1[O:6][C:5]([C:7]([O:9][CH3:10])=[O:8])=[CH:4][CH:3]=1. Procedure details: To a slurry of 15.00 g (0.0785 mol) of 5-bromofuranoic acid in 500 ml of methylene chloride, was added 12.73 g (0.0785 mol) of N,N-carbonyldiimidazole. After reacting at room temperature overnight, 6.4 ml (0.157 mol) of methanol was added and the resultant mixture was stirred for approximately one hour and then washed sequentially with a 0.5M sodium hydroxide solution (twice) and a 1M hydrochloric acid solution. The organic portion was dried over sodium sulfate, filtered and then concentrated in... The reactants are CC1=C(C=CC(=C1)C)C1(C=CC2=CC3=C(C4=C(C=5C=CCOC35)C3=C(S4)C=CC=C3)C2=C1)C1=CC=CC=C1 (2-(2,4-dimethylphenyl)-2-phenyl-2,14-dihydro-[1]benzothieno[3,2-f]indeno[1,2-h]chromene), FC1=C(C=CC=C1)C1(C=CC2=CC3=C(C4=C(C=5C=CCOC35)C3=C(S4)C=CC=C3)C2=C1)C1=CC=C(C=C1)OC (2-(2-fluorophenyl)-2-(4-methoxyphenyl)-2,14-dihydro-[1]benzothieno[3,2-f]indeno[1,2-h]chromene). Yields the product FC1=C(C=CC=C1)C1(C=CC2=CC3=C(C4=C(C=5C=CCOC35)C3=C(S4)C=CC=C3)C2=C1)C1=CC=CC=C1 (2-(2-fluorophenyl)-2-phenyl-2,14-dihydro-[1]benzothieno[3,2-f]indeno[1,2-h]chromene). RXN SMILES: CC1C=C(C)C=CC=1C1(C2C=CC=CC=2)C=C2C(=CC3C4OCC=CC=4C4C5C=CC=CC=5SC=4C=32)C=C1.[F:39][C:40]1[CH:45]=[CH:44][CH:43]=[CH:42][C:41]=1[C:46]1([C:70]2[CH:75]=[CH:74][C:73](OC)=[CH:72][CH:71]=2)[CH:69]=[C:68]2[C:49](=[CH:50][C:51]3[C:60]4[O:59][CH2:58][CH:57]=[CH:56][C:55]=4[C:54]4[C:61]5[CH:67]=[CH:66][CH:65]=[CH:64][C:62]=5[S:63][C:53]=4[C:52]=32)[CH:48]=[CH:47]1>>[F:39][C:40]1[CH:45]=[CH:44][CH:43]=[CH:42][C:41]=1[C:46]1([C:70]2[CH:75]=[CH:74][CH:73]=[CH:72][CH:71]=2)[CH:69]=[C:68]2[C:49](=[CH:50][C:51]3[C:60]4[O:59][CH2:58][CH:57]=[CH:56][C:55]=4[C:54]4[C:61]5[CH:67]=[CH:66][CH:65]=[CH:64][C:62]=5[S:63][C:53]=4[C:52]=32)[CH:48]=[CH:47]1. Procedure: 2-(2,4-dimethylphenyl)-2-phenyl-2,14-dihydro-[1]benzothieno[3,2-f]indeno[1,2-h]chromene, 2-(2-fluorophenyl)-2-(4-methoxyphenyl)-2,14-dihydro-[1]benzothieno[3,2-f]indeno[1,2-h]chromene, Starting materials: CCN(CC1CCCC1)c1ccc(OC)nc1CO, ClC(Cl)Cl. Product: CCN(CC1CCCC1)c1ccc(OC)nc1C=O. RXN SMILES: [CH:1]1([CH2:6][N:7]([c:8]2[c:9]([CH2:16][OH:17])[n:10][c:11]([O:14][CH3:15])[cH:12][cH:13]2)[CH2:18][CH3:19])[CH2:2][CH2:3][CH2:4][CH2:5]1.[CH:20]([Cl:21])([Cl:22])[Cl:23]>>[CH:1]1([CH2:6][N:7]([c:8]2[c:9]([CH:16]=[O:17])[n:10][c:11]([O:14][CH3:15])[cH:12][cH:13]2)[CH2:18][CH3:19])[CH2:2][CH2:3][CH2:4][CH2:5]1.